Dataset: the Open Reaction Database (ORD), a public repository of structured organic reaction records. Task: describe an organic reaction: reactants, conditions, products, and yield Reactants: amino substituted steroid, CS(=O)(=O)O.CS(=O)(=O)O.C[C@H]1[C@H](C(CN2CCN(CC2)C2=NC(=NC(=C2)N2CCCC2)N2CCCC2)=O)[C@]2(CC=C3[C@]4(C=CC(C=C4CC[C@H]3[C@@H]2C1)=O)C)C (16α-methyl-21-[4-[2,6-bis(1-pyrrolidinyl)-4-pyrimidinyl]-1-piperazinyl]pregna-1,4,9(11)-triene-3,20-dione bismethanesulfonate), Cl (hydrochloride), C[C@H]1[C@H](C(CN2CCN(CC2)C2=NC(=NC(=C2)N2CCCC2)N2CCCC2)=O)[C@]2(CC=C3[C@]4(C=CC(C=C4CC[C@H]3[C@@H]2C1)=O)C)C (16α-methyl-21-[4[2,6-bis(1-pyrrolidinyl)-4-pyrimidinyl]-1-piperazinyl]pregna-1,4,9(11)-triene-3,20-dione), CS(=O)(=O)O.C[C@H]1[C@H](C(CN2CCN(CC2)C2=NC(=NC(=C2)N2CCCC2)N2CCCC2)=O)[C@]2(CC=C3[C@]4(C=CC(C=C4CC[C@H]3[C@@H]2C1)=O)C)C (16α-methyl-21-[4-[2,6-bis(1-pyrrolidinyl)-4-pyrimidinyl]-1-piperazinyl]pregna -1,4,9(11)-triene-3,20-dione monomethanesulfonate), CS(=O)(=O)O.C[C@H]1[C@H](C(CN2CCN(CC2)C2=NC(=NC(=C2)N2CCCC2)N2CCCC2)=O)[C@]2(CC=C3[C@]4(C=CC(C=C4CC[C@H]3[C@@H]2C1)=O)C)C (16α-methyl-21-[4-[2,6-bis(1-pyrrolidinyl)-4-pyrimidinyl]-1-piperazinyl]pregna-1,4,9(11)-triene-3,20-dione monomethanesulfonate). Yields the product C(C)NC1=CC=CC(=N1)N1CCN(CC1)CC([C@H]1[C@@H](C[C@H]2[C@@H]3CCC4=CC(C=C[C@]4(C)C3=CC[C@]12C)=O)C)=O (21-[4-[6-(ethylamino)-2-pyridinyl]piperazinyl]-16α-methylpregna-1,4,9(11)-triene-3,20-dione). As a reaction SMILES: [CH3:1][C@@H:2]1[CH2:43][C@@H:42]2[C@:29]([CH3:46])([CH2:30][CH:31]=[C:32]3[C@H:41]2[CH2:40][CH2:39][C:38]2[C@:33]3([CH3:45])[CH:34]=[CH:35][C:36](=[O:44])[CH:37]=2)[C@H:3]1[C:4](=[O:28])[CH2:5][N:6]1[CH2:11][CH2:10][N:9]([C:12]2[CH:17]=C(N3CCCC3)N=[C:14]([N:23]3[CH2:27][CH2:26]CC3)[N:13]=2)[CH2:8][CH2:7]1.CS(O)(=O)=O.[CH3:52][C@@H:53]1C[C@@H]2[C@](C)(CC=C3[C@H]2CCC2[C@]3(C)C=CC(=O)C=2)[C@H]1C(=O)CN1CCN(C2C=C(N3CCCC3)N=C(N3CCCC3)N=2)CC1.CS(O)(=O)=O.CS(O)(=O)=O.C[C@@H]1C[C@@H]2[C@](C)(CC=C3[C@H]2CCC2[C@]3(C)C=CC(=O)C=2)[C@H]1C(=O)CN1CCN(C2C=C(N3CCCC3)N=C(N3CCCC3)N=2)CC1.Cl>>[CH2:27]([NH:23][C:14]1[N:13]=[C:12]([N:9]2[CH2:8][CH2:7][N:6]([CH2:5][C:4](=[O:28])[C@@H:3]3[C@:29]4([CH3:46])[C@H:42]([C@H:41]5[C:32](=[CH:31][CH2:30]4)[C@:33]4([CH3:45])[C:38](=[CH:37][C:36](=[O:44])[CH:35]=[CH:34]4)[CH2:39][CH2:40]5)[CH2:43][C@H:2]3[CH3:1])[CH2:11][CH2:10]2)[CH:17]=[CH:53][CH:52]=1)[CH3:26] |f:1.2,3.4.5|. Procedure details: The preferred amino substituted steroid (XI) is 16α-methyl-21-[4[2,6-bis(1-pyrrolidinyl)-4-pyrimidinyl]-1-piperazinyl]pregna-1,4,9(11)-triene-3,20-dione. More preferred is 16α-methyl-21-[4-[2,6-bis(1-pyrrolidinyl)-4-pyrimidinyl]-1-piperazinyl]pregna -1,4,9(11)-triene-3,20-dione monomethanesulfonate, 16α-methyl-21-[4-[2,6-bis(1-pyrrolidinyl)-4-pyrimidinyl]-1-piperazinyl]pregna-1,4,9(11)-triene-3,20-dione bismethanesulfonate and 16α-methyl-21-[4-[2,6-bis(1-pyrrolidinyl)-4-pyrimidinyl]-1-piperaziny... Reaction conditions: temperature 25 celsius, time 24 hour. The reactants are IC1=CC2=C(NC(=NS2(=O)=O)CC(=O)O)C=C1 ((7-Iodo-1,1-dioxo-1,4-dihydro-1λ6-benzo[1,2,4]thiadiazin-3-yl)-acetic acid), Cl.CN(CCCN=C=NCC)C (1-(3-dimethylaminopropyl)-3-ethylcarbodiimide hydrochloride), CN1CCOCC1 (N-methylmorpholine), C(C)OC(=O)C1C(CCCC1)NCC1=CC=C(C=C1)F (2-(4-Fluoro-benzylamino)-cyclohexanecarboxylic acid ethyl ester). Yields the product crude product, C(C)OC(=O)C1C(CCCC1)N(C(CC1=NS(C2=C(N1)C=CC(=C2)I)(=O)=O)=O)CC2=CC=C(C=C2)F (2-{(4-fluoro-benzyl)-[2-(7-iodo-1,1-dioxo-1,4-dihydro-1λ6-benzo[1,2,4]thiadiazin-3-yl)-acetyl]-amino}-cyclohexanecarboxylic acid ethyl ester). Procedure: (7-Iodo-1,1-dioxo-1,4-dihydro-1λ6-benzo[1,2,4]thiadiazin-3-yl)-acetic acid (prepared as described in Example 24b, 2.62 g, 7.16 mmol) was dissolved in anhydrous N,N-dimethylformamide (30 mL). 2-(4-Fluoro-benzylamino)-cyclohexanecarboxylic acid ethyl ester (2.0 g, 7.16 mmol) was added followed by 1-(3-dimethylaminopropyl)-3-ethylcarbodiimide hydrochloride (1.44 g, 7.52 mmol). Then N-methylmorpholine (1.52 g, 15.04 mmol) was added into the above reaction mixture. The mixture stirred at 25° C. for 2... Solvent: CN(C=O)C (N,N-dimethylformamide), C(C)(=O)OCC (ethyl acetate). As a reaction SMILES: [I:1][C:2]1[CH:17]=[CH:16][C:5]2[NH:6][C:7]([CH2:12][C:13]([OH:15])=O)=[N:8][S:9](=[O:11])(=[O:10])[C:4]=2[CH:3]=1.[CH2:18]([O:20][C:21]([CH:23]1[CH2:28][CH2:27][CH2:26][CH2:25][CH:24]1[NH:29][CH2:30][C:31]1[CH:36]=[CH:35][C:34]([F:37])=[CH:33][CH:32]=1)=[O:22])[CH3:19].Cl.CN(C)CCCN=C=NCC.CN1CCOCC1>CN(C)C=O.C(OCC)(=O)C>[CH2:18]([O:20][C:21]([CH:23]1[CH2:28][CH2:27][CH2:26][CH2:25][CH:24]1[N:29]([CH2:30][C:31]1[CH:32]=[CH:33][C:34]([F:37])=[CH:35][CH:36]=1)[C:13](=[O:15])[CH2:12][C:7]1[NH:6][C:5]2[CH:16]=[CH:17][C:2]([I:1])=[CH:3][C:4]=2[S:9](=[O:10])(=[O:11])[N:8]=1)=[O:22])[CH3:19] |f:2.3|.